From a dataset of the Open Reaction Database (ORD), a public repository of structured organic reaction records. describe an organic reaction: reactants, conditions, products, and yield The reactants are C(C1=CC=CC=C1)N1C(=NC=C1)C1NC=2C=CC=C(C2C(C1C1=CC=C(C=C1)F)=O)C(=O)OCC (ethyl 2-(1-benzyl-1H-imidazol-2-yl)-3-(4-fluorophenyl)-4-oxo-1,2,3,4-tetrahydroquinoline-5-carboxylate), O.NN (hydrazine monohydrate). The solvent is CO (methanol). Run at temperature 40 celsius, time 2 hour. The product is C(C1=CC=CC=C1)N1C(=NC=C1)C1C(C2=NNC(C=3C=CC=C(C23)N1)=O)C1=CC=C(C=C1)F (8-(1-Benzyl-1H-imidazol-2-yl)-9-(4-fluorophenyl)-8,9-dihydro-2H-pyrido[4,3,2-de]phthalazin-3(7H)-one). Isolated yield 96.0%. Reaction SMILES: [CH2:1]([N:8]1[CH:12]=[CH:11][N:10]=[C:9]1[CH:13]1[CH:22]([C:23]2[CH:28]=[CH:27][C:26]([F:29])=[CH:25][CH:24]=2)[C:21](=O)[C:20]2[C:19]([C:31]([O:33]CC)=O)=[CH:18][CH:17]=[CH:16][C:15]=2[NH:14]1)[C:2]1[CH:7]=[CH:6][CH:5]=[CH:4][CH:3]=1.O.[NH2:37][NH2:38]>CO>[CH2:1]([N:8]1[CH:12]=[CH:11][N:10]=[C:9]1[CH:13]1[NH:14][C:15]2[C:20]3[C:21](=[N:37][NH:38][C:31](=[O:33])[C:19]=3[CH:18]=[CH:17][CH:16]=2)[CH:22]1[C:23]1[CH:24]=[CH:25][C:26]([F:29])=[CH:27][CH:28]=1)[C:2]1[CH:7]=[CH:6][CH:5]=[CH:4][CH:3]=1 |f:1.2|. Procedure: A mixture of ethyl 2-(1-benzyl-1H-imidazol-2-yl)-3-(4-fluorophenyl)-4-oxo-1,2,3,4-tetrahydroquinoline-5-carboxylate (280 mg, 0.59 mmol) and hydrazine monohydrate (2 mL, 85%) in methanol (4 mL) was stirred at 40° C. for 2 hr, and then evaporated to half of the original volume. The mixture was filtrated and washed the solid with ethyl acetate to obtain the title compound (200 mg, yield 96%). LC-MS (ESI) m/z: 437 (M+1)+.